From a dataset of the Open Reaction Database (ORD), a public repository of structured organic reaction records. describe an organic reaction: reactants, conditions, products, and yield The reactants are C1=CC2C3C(C1O2)C(=O)OC3=O (exo-3,6-epoxy-1,2,3,6-tetrahydrophthalic anhydride), C(O)CN (ethanolamine), C(C)O (ethyl alcohol), C(C)O (ethyl alcohol). Reaction conditions: time 8 hour. Product: OCCC=1C(=O)NC(C1)=O.O1C=CC=C1 (2-Hydroxyethylmaleimide Furan). Reaction SMILES: C1[CH:6]2[O:7][CH:3]([CH:4]3[C:11](=O)[O:10]C(=O)[CH:5]32)C=1.[CH2:13]([CH2:15][NH2:16])O.C([OH:19])C>>[OH:10][CH2:11][CH2:4][C:5]1[C:6]([NH:16][C:15](=[O:19])[CH:13]=1)=[O:7].[O:7]1[CH:3]=[CH:4][CH:5]=[CH:6]1 |f:3.4|. Reported procedure: To a solution of exo-3,6-epoxy-1,2,3,6-tetrahydrophthalic anhydride (Sigma-Aldrich, St. Louis Mo.; 30.0 g, 0.181 moles) in anhydrous ethyl alcohol (40 mL), a solution of ethanolamine (12.6 g, 0.206 moles) in anhydrous ethyl alcohol (10 mL) was added over a time period of 2 hours to form a mixture. The mixture was then refluxed for about 3.5 hours and was cooled to room temperature and left to stand overnight. The precipitated product that formed during overnight standing was filtered off and was... Yields the product CC1CCN(CC1)S(=O)(=O)C=1C=C(C(=O)OC)C=CC1 (methyl 3-((4-methylpiperidin-1-yl)sulfonyl)benzoate). As a reaction SMILES: [CH3:1][CH:2]1[CH2:7][CH2:6][N:5]([S:8]([C:11]2[CH:12]=[C:13]([CH:17]=[CH:18][CH:19]=2)[C:14]([OH:16])=[O:15])(=[O:10])=[O:9])[CH2:4][CH2:3]1.S(=O)(=O)(O)O.[CH3:25]O>>[CH3:1][CH:2]1[CH2:7][CH2:6][N:5]([S:8]([C:11]2[CH:12]=[C:13]([CH:17]=[CH:18][CH:19]=2)[C:14]([O:16][CH3:25])=[O:15])(=[O:10])=[O:9])[CH2:4][CH2:3]1. Procedure: 3-((4-methylpiperidin-1-yl)sulfonyl)benzoic acid (120 mg, 0.424 mmol) was refluxed in the presence of con. Sulfuric acid (2.74 mg, 0.021 mmol) in methanol at 70° C. for overnight. Reaction was monitored by TLC. After completion of the reaction, the solvent was removed by vacuum and then compound was purified by flash chromatography afforded the methyl 3-((4-methylpiperidin-1-yl)sulfonyl)benzoate (100 mg, 0.319 mmol, 75% yield). 1H NMR (CDCl3, 400 MHz): δ 8.39 (m, 1H), 8.25 (m, 1H), 7.94 (m, 1H),... Reactants: CC1CCN(CC1)S(=O)(=O)C=1C=C(C(=O)O)C=CC1 (3-((4-methylpiperidin-1-yl)sulfonyl)benzoic acid), S(O)(O)(=O)=O (Sulfuric acid), CO (methanol). The yield is 75.0%. Reactants: C(C=C)C1(C2=C(CCC3=C1C=CC=C3)C=CC=C2)C=O (10,11-dihydro-5-(2-propenyl)-5H-dibenzo[a,d]cyclohepten-5-carboxaldehyde), COC(=O)CP(=O)(OC)OC (trimethyl phosphonoacetate), [H-].[Na+] (sodium hydride), [OH-].[Na+] (NaOH), [H][H] (Hydrogen). Solvent: CN(C)C=O (DMF), C1CCOC1 (THF), C1CCOC1 (THF), CCCCCC (hexane), CN(C)C=O (DMF). Run at temperature 0 celsius, time 30 minute. Product: C(C=C)C1(C2=C(CCC3=C1C=CC=C3)C=CC=C2)C=CC(=O)OC (methyl 3-[10,11-dihydro-5-(2-propenyl)-5H-dibenzo[a,d]cyclohepten-5-yl]-propenoate). Yield: 66.2%. Reaction SMILES: [H-].[Na+].[CH3:3][O:4][C:5]([CH2:7]P(OC)(OC)=O)=[O:6].[H][H].[CH2:16]([C:19]1([CH:34]=O)[C:25]2[CH:26]=[CH:27][CH:28]=[CH:29][C:24]=2[CH2:23][CH2:22][C:21]2[CH:30]=[CH:31][CH:32]=[CH:33][C:20]1=2)[CH:17]=[CH2:18].[OH-].[Na+]>CCCCCC.C1COCC1.CN(C=O)C>[CH2:16]([C:19]1([CH:34]=[CH:7][C:5]([O:4][CH3:3])=[O:6])[C:20]2[CH:33]=[CH:32][CH:31]=[CH:30][C:21]=2[CH2:22][CH2:23][C:24]2[CH:29]=[CH:28][CH:27]=[CH:26][C:25]1=2)[CH:17]=[CH2:18] |f:0.1,5.6|. Reported procedure: Washed sodium hydride (1.72 g of 60 weight % in oil, 0.0429 mol) two times with hexane under a nitrogen atmosphere. Added 100 mL of dry THF, and cooled to 0° C. Added trimethyl phosphonoacetate (7.81 g, 6.9 mL, 0.0429 mol) dissolved in 15 mL of dry THF dropwise via addition funnel. Hydrogen evolution was observed. Added 50 mL of dry DMF, and stirred at room temperature for 30 mins. Added 10,11-dihydro-5-(2-propenyl)-5H-dibenzo[a,d]cyclohepten-5-carboxaldehyde (7.50 g, 0.0286 mol) dissolved in 25... The reactants are C(C1=CC=CC=C1)C1=CC=C(S1)C(C(=O)[O-])=O (5-benzylthien-2-ylglyoxylate), [OH-].[K+] (potassium hydroxide), O1CCOCC1 (dioxane), C(C)O (ethanol). The solvent is O (H2O). Run at time 3 hour. Yields the product C(C1=CC=CC=C1)C1=CC=C(S1)C(C(=O)O)=O (5-Benzylthien-2-ylglyoxylic Acid). Reaction SMILES: [CH2:1]([C:8]1[S:12][C:11]([C:13](=[O:17])[C:14]([O-:16])=[O:15])=[CH:10][CH:9]=1)[C:2]1[CH:7]=[CH:6][CH:5]=[CH:4][CH:3]=1.[OH-].[K+].O1CCOCC1.C(O)C>O>[CH2:1]([C:8]1[S:12][C:11]([C:13](=[O:17])[C:14]([OH:16])=[O:15])=[CH:10][CH:9]=1)[C:2]1[CH:3]=[CH:4][CH:5]=[CH:6][CH:7]=1 |f:1.2|. Procedure details: A mixture of the 5-benzylthien-2-ylglyoxylate (1.37 g, 0.005 mole), potassium hydroxide (0.66 g, 0.01 mole), dioxane (3.3 ml), ethanol (33 ml) and H2O (6.6 ml) was stirred 3 hrs. at 27° C. The reaction mixture was concentrated and chilled to induce crystallization of 0.9 g of the potassium salt of 5-benzylthien-2-ylglyoxylic acid. Starting materials: Cc1c(Br)c(=O)n(C2CCCC2)c2nc(Nc3ccc(N4CCN(C(=O)OC(C)(C)C)CC4)cn3)ncc12, C=C(OCC)[Sn](CCCC)(CCCC)CCCC, Cc1ccccc1. The product is C=C(OCC)c1c(C)c2cnc(Nc3ccc(N4CCN(C(=O)OC(C)(C)C)CC4)cn3)nc2n(C2CCCC2)c1=O. As a reaction SMILES: [C:1]([CH3:2])([CH3:3])([CH3:4])[O:5][C:6](=[O:7])[N:8]1[CH2:9][CH2:10][N:11]([c:14]2[cH:15][n:16][c:17]([NH:20][c:21]3[n:22][cH:23][c:24]4[c:25]([n:26]3)[n:27]([CH:34]3[CH2:35][CH2:36][CH2:37][CH2:38]3)[c:28](=[O:33])[c:29]([Br:32])[c:30]4[CH3:31])[cH:18][cH:19]2)[CH2:12][CH2:13]1.[CH2:39]([Sn:40]([CH2:41][CH2:42][CH2:43][CH3:49])([C:44](=[CH2:45])[O:46][CH2:47][CH3:48])[CH2:50][CH2:51][CH2:52][CH3:53])[CH2:54][CH2:55][CH3:56].[CH3:57][c:58]1[cH:59][cH:60][cH:61][cH:62][cH:63]1>>[C:1]([CH3:2])([CH3:3])([CH3:4])[O:5][C:6](=[O:7])[N:8]1[CH2:9][CH2:10][N:11]([c:14]2[cH:15][n:16][c:17]([NH:20][c:21]3[n:22][cH:23][c:24]4[c:25]([n:26]3)[n:27]([CH:34]3[CH2:35][CH2:36][CH2:37][CH2:38]3)[c:28](=[O:33])[c:29]([C:44](=[CH2:45])[O:46][CH2:47][CH3:48])[c:30]4[CH3:31])[cH:18][cH:19]2)[CH2:12][CH2:13]1.